The task is: describe an organic reaction: reactants, conditions, products, and yield. This data is from the Open Reaction Database (ORD), a public repository of structured organic reaction records. Starting materials: Cl (hydrochloric acid), CN(C)C=C1C([C@]2(C)[C@@H](C1)[C@@H]1CCC=3C=C(C=CC3[C@H]1CC2)OC)=O (16-dimethylaminomethylene-3-methoxy-1,3,5(10)-estratrien-17-one), C[Li] (methyllithium), C1(=CC=CC=C1)C (toluene), solution. Run in O (water), CCOCC (ether). Reaction conditions: temperature -10 celsius, time 15 minute. Product: C(C)=C1C([C@]2(C)[C@@H](C1)[C@@H]1CCC=3C=C(C=CC3[C@H]1CC2)OC)=O (16-ethylidene-3-methoxy-1,3,5(10)-estratrien-17-one). Reaction SMILES: CN([CH:4]=[C:5]1[CH2:10][C@H:9]2[C@H:11]3[C@H:20]([CH2:21][CH2:22][C@:7]2([CH3:8])[C:6]1=[O:25])[C:19]1[CH:18]=[CH:17][C:16]([O:23][CH3:24])=[CH:15][C:14]=1[CH2:13][CH2:12]3)C.[C:26]1(C)C=CC=CC=1.C[Li].Cl>CCOCC.O>[CH:4](=[C:5]1[CH2:10][C@H:9]2[C@H:11]3[C@H:20]([CH2:21][CH2:22][C@:7]2([CH3:8])[C:6]1=[O:25])[C:19]1[CH:18]=[CH:17][C:16]([O:23][CH3:24])=[CH:15][C:14]=1[CH2:13][CH2:12]3)[CH3:26]. Reported procedure: A solution of 5 g. of 16-dimethylaminomethylene-3-methoxy-1,3,5(10)-estratrien-17-one in 150 ml. of toluene is combined dropwise at -10° C. with 28.5 ml. of a 5% solution of methyllithium in ether. After this dropwise addition, the mixture is agitated for 15 minutes at -10° C.; then about 10 ml. of water is gently added in drops, and the reaction solution is poured into about 200 ml. of 0.5 N hydrochloric acid. The organic phase is separated, dried over sodium sulfate, and concentrated under vac... Reactants: C(C)N1C(CC(C2=CC(=C(C=C12)C=1C=C(C=O)C=CC1OCC(F)(F)F)C)(C)C)=O (3-(1-Ethyl-4,4,6-trimethyl-2-oxo-1,2,3,4-tetrahydro-quinolin-7-yl)-4-(2,2,2-trifluoro-ethoxy)-benzaldehyde), 20C, C(C)C(/C(=C(/C(=O)[O-])\CC)/CC)P(=O)(O)O (triethyl-4-phosphonocrotonate). Yields the product C(C)N1C(CC(C2=CC(=C(C=C12)C=1C=C(C=CC1OCC(F)(F)F)C=CC=CC(=O)O)C)(C)C)=O (5-[3-(1-Ethyl-4,4,6-trimethyl-2-oxo-1,2,3,4-tetrahydro-quinolin-7-yl)-4-(2,2,2-trifluoro-ethoxy)-phenyl]-penta-2,4-dienoic acid). Reaction SMILES: [CH2:1]([N:3]1[C:12]2[C:7](=[CH:8][C:9]([CH3:27])=[C:10]([C:13]3[CH:14]=[C:15]([CH:18]=[CH:19][C:20]=3[O:21][CH2:22][C:23]([F:26])([F:25])[F:24])C=O)[CH:11]=2)[C:6]([CH3:29])([CH3:28])[CH2:5][C:4]1=[O:30])[CH3:2].[CH2:31]([CH:33](P(O)(O)=O)/[C:34](/CC)=[C:35](\CC)/[C:36]([O-:38])=[O:37])C>>[CH2:1]([N:3]1[C:12]2[C:7](=[CH:8][C:9]([CH3:27])=[C:10]([C:13]3[CH:14]=[C:15]([CH:31]=[CH:33][CH:34]=[CH:35][C:36]([OH:38])=[O:37])[CH:18]=[CH:19][C:20]=3[O:21][CH2:22][C:23]([F:26])([F:24])[F:25])[CH:11]=2)[C:6]([CH3:29])([CH3:28])[CH2:5][C:4]1=[O:30])[CH3:2]. Procedure: Compound 23 was prepared from Compound 1D using procedures similar to those described for Example 20B and 20C, except using triethyl-4-phosphonocrotonate in step 20B. MS (electrospray): mass calculated for C27H28F3NO4, 487.20; m/z found 488.2 [M+H]+. Yields the product CC1=NN(c2ccc3c(c2)CCCC3)C(=O)C1=NNc1cc(C)cc(-c2ccc(C(=O)O)o2)c1O. Reaction SMILES: [BrH:1].[C:40](=[O:41])([OH:42])[O-:43].[CH3:23][C:24]1=[N:28][N:27]([c:29]2[cH:30][c:31]3[c:36]([cH:37][cH:38]2)[CH2:35][CH2:34][CH2:33][CH2:32]3)[C:26](=[O:39])[CH2:25]1.[CH3:46][CH2:47][OH:48].[ClH:45].[N:19]([O-:20])=[O:21].[NH2:2][c:3]1[c:4]([OH:18])[c:5](-[c:10]2[cH:11][cH:12][c:13]([C:15](=[O:16])[OH:17])[o:14]2)[cH:6][c:7]([CH3:9])[cH:8]1.[Na+:22].[Na+:44]>>[NH:2]([c:3]1[c:4]([OH:18])[c:5](-[c:10]2[cH:11][cH:12][c:13]([C:15](=[O:16])[OH:17])[o:14]2)[cH:6][c:7]([CH3:9])[cH:8]1)[N:19]=[C:25]1[C:24]([CH3:23])=[N:28][N:27]([c:29]2[cH:30][c:31]3[c:36]([cH:37][cH:38]2)[CH2:35][CH2:34][CH2:33][CH2:32]3)[C:26]1=[O:39]. Reactants: Br, O=C([O-])O, CC1=NN(c2ccc3c(c2)CCCC3)C(=O)C1, CCO, Cl, O=N[O-], Cc1cc(N)c(O)c(-c2ccc(C(=O)O)o2)c1, [Na+], [Na+]. The reactants are [H-].[Na+] (sodium hydride), C(\C=C\C1=CC=CC=C1)NC(=O)NC=1C=NC=CC1 ((E)-N-cinnamyl-N'-(3-pyridyl) urea), ClCCOS(=O)(=O)C1=CC=C(C=C1)C (1-chloro-2-p-toluenesulfonyloxyethane). Solvent: CN(C=O)C (dimethylformamide). Reaction conditions: time 30 minute. The product is C(\C=C\C1=CC=CC=C1)N1C(N(CC1)C=1C=NC=CC1)=O ((E)-1-cinnamyl-3-(3-pyridyl)-2-imidazolidinone). Yield: 59.6%. As a reaction SMILES: [CH2:1]([NH:10][C:11]([NH:13][C:14]1[CH:15]=[N:16][CH:17]=[CH:18][CH:19]=1)=[O:12])/[CH:2]=[CH:3]/[C:4]1[CH:9]=[CH:8][CH:7]=[CH:6][CH:5]=1.[H-].[Na+].Cl[CH2:23][CH2:24]OS(C1C=CC(C)=CC=1)(=O)=O>CN(C)C=O>[CH2:1]([N:10]1[CH2:24][CH2:23][N:13]([C:14]2[CH:15]=[N:16][CH:17]=[CH:18][CH:19]=2)[C:11]1=[O:12])/[CH:2]=[CH:3]/[C:4]1[CH:5]=[CH:6][CH:7]=[CH:8][CH:9]=1 |f:1.2|. Procedure details: To a solution of 2.51 g of (E)-N-cinnamyl-N'-(3-pyridyl) urea dissolved in 30 ml of dimethylformamide, 990 mg of sodium hydride (60% oily dispersion) was added under ice-cooling and the mixture was stirred for 30 minutes. To the mixture was added 2.8 g of 1-chloro-2-p-toluenesulfonyloxyethane and the mixture was stirred under ice-cooling for 6 hours. After distilling dimethylformamide off under reduced pressure, the residue was diluted with water and extracted with chloroform. The chloroform lay... The reactants are BrC(=C(c1ccccc1)c1ccccc1)c1ccccc1, O=C(c1cc(Br)cc(Br)c1)c1cc(Br)cc(Br)c1, CC(C)CCOCCC(C)C, CCCCCC, [Mg]. Yields the product Brc1cc(Br)cc(C2(c3cc(Br)cc(Br)c3)C(c3ccccc3)=C(c3ccccc3)c3ccccc32)c1. As a reaction SMILES: [Br:1][C:2](=[C:3]([c:4]1[cH:5][cH:6][cH:7][cH:8][cH:9]1)[c:10]1[cH:11][cH:12][cH:13][cH:14][cH:15]1)[c:16]1[cH:17][cH:18][cH:19][cH:20][cH:21]1.[Br:34][c:35]1[cH:36][c:37]([C:38](=[O:39])[c:40]2[cH:41][c:42]([Br:47])[cH:43][c:44]([Br:46])[cH:45]2)[cH:48][c:49]([Br:51])[cH:50]1.[CH2:23]([O:24][CH2:25][CH2:26][CH:27]([CH3:28])[CH3:29])[CH2:30][CH:31]([CH3:32])[CH3:33].[CH3:52][CH2:53][CH2:54][CH2:55][CH2:56][CH3:57].[Mg:22]>>[C:2]1([c:16]2[cH:17][cH:18][cH:19][cH:20][cH:21]2)=[C:3]([c:4]2[cH:5][cH:6][cH:7][cH:8][cH:9]2)[c:10]2[c:11]([cH:12][cH:13][cH:14][cH:15]2)[C:38]1([c:37]1[cH:36][c:35]([Br:34])[cH:50][c:49]([Br:51])[cH:48]1)[c:40]1[cH:41][c:42]([Br:47])[cH:43][c:44]([Br:46])[cH:45]1. Starting materials: O=C(O)c1cc(F)ccc1O, O=[N+]([O-])O, O=S(=O)(O)O. Yields the product O=C(O)c1cc(F)cc([N+](=O)[O-])c1O. As a reaction SMILES: [F:1][c:2]1[cH:3][cH:4][c:5]([OH:11])[c:6]([C:7](=[O:8])[OH:9])[cH:10]1.[OH:12][N+:13]([O-:14])=[O:15].[S:16](=[O:17])(=[O:18])([OH:19])[OH:20]>>[F:1][c:2]1[cH:3][c:4]([N+:13](=[O:12])[O-:14])[c:5]([OH:11])[c:6]([C:7](=[O:8])[OH:9])[cH:10]1. The reactants are O=C1C=C(OC)C(=O)C=2C=CC=CC12, O=C(O)C1CCCCC1. The reagents and catalysts are O=S(=O)(O)OOS(=O)(=O)O.N. The solvent is O, O=S(C)C. Reaction conditions: temperature 40 celsius, time 16 hour. The product is O=C1C(OC)=C(C(=O)C=2C=CC=CC12)C3CCCCC3. Yield: 55.0%. The reactants are BrC=1C=C(C=2C3=C(NC2C1)C(=NC(=N3)N3CCNCC3)OCC)OC (7-bromo-4-ethoxy-9-methoxy-2-(piperazin-1-yl)-5H-pyrimido[5,4-b]indole), CC1(OB(OC1(C)C)C1=C(N)C=CC=C1)C (2-(4,4,5,5-tetramethyl-1,3,2-dioxaborolan-2-yl)aniline), [O-]P(=O)([O-])[O-].[K+].[K+].[K+] (K3PO4), COC=1C=CC=C(C1C=2C=CC=CC2P(C3CCCCC3)C4CCCCC4)OC (S-Phos). Reagents/catalysts: CC(=O)[O-].CC(=O)[O-].[Pd+2] (Pd(OAc)2). Solvent: O1CCOCC1 (dioxan), O (H2O). The product is C(C)OC1=NC(=NC2=C1NC=1C=C(C=C(C21)OC)C2=C(C=CC=C2)N)N2CCNCC2 (2-(4-ethoxy-9-methoxy-2-(piperazin-1-yl)-5H-pyrimido[5,4-b]indol-7-yl)benzene amine). RXN SMILES: Br[C:2]1[CH:3]=[C:4]([O:24][CH3:25])[C:5]2[C:6]3[N:14]=[C:13]([N:15]4[CH2:20][CH2:19][NH:18][CH2:17][CH2:16]4)[N:12]=[C:11]([O:21][CH2:22][CH3:23])[C:7]=3[NH:8][C:9]=2[CH:10]=1.CC1(C)C(C)(C)OB([C:34]2[CH:40]=[CH:39][CH:38]=[CH:37][C:35]=2[NH2:36])O1.[O-]P([O-])([O-])=O.[K+].[K+].[K+].COC1C=CC=C(OC)C=1C1C=CC=CC=1P(C1CCCCC1)C1CCCCC1>O1CCOCC1.CC([O-])=O.CC([O-])=O.[Pd+2].O>[CH2:22]([O:21][C:11]1[C:7]2[NH:8][C:9]3[CH:10]=[C:2]([C:34]4[CH:40]=[CH:39][CH:38]=[CH:37][C:35]=4[NH2:36])[CH:3]=[C:4]([O:24][CH3:25])[C:5]=3[C:6]=2[N:14]=[C:13]([N:15]2[CH2:20][CH2:19][NH:18][CH2:17][CH2:16]2)[N:12]=1)[CH3:23] |f:2.3.4.5,8.9.10|. Procedure details: 70 mg (0.17 mmol) 7-bromo-4-ethoxy-9-methoxy-2-(piperazin-1-yl)-5H-pyrimido[5,4-b]indole, 56 mg (0.26 mmol) 2-(4,4,5,5-tetramethyl-1,3,2-dioxaborolan-2-yl)aniline, 119 mg (0.51 mmol) K3PO4×H2O, 2.8 mg (6.8 μmol) S-Phos and 0.8 mg (3.4 μmol) Pd(OAc)2 in 6 ml dioxan were heated in a microwave oven to 120° C. for 1 h. Then, the solvent was removed and after LC (CH2Cl2:MeOH, 0-20%) 20 mg (24%) of the title substance was obtained. ESI-MS [m/z]: 419 [M+H]+ Starting materials: COc1cc2c(cc1OC)C(Cc1ccccc1CC(=O)O)NCC2, CN(C)c1ccncc1, CC#N, C(=NC1CCCCC1)=NC1CCCCC1. Product: COc1cc2c(cc1OC)C1Cc3ccccc3CC(=O)N1CC2. Reaction SMILES: [CH3:1][O:2][c:3]1[cH:4][c:5]2[c:10]([cH:11][c:12]1[O:13][CH3:14])[CH:9]([CH2:15][c:16]1[c:17]([CH2:22][C:23](=[O:24])[OH:25])[cH:18][cH:19][cH:20][cH:21]1)[NH:8][CH2:7][CH2:6]2.[CH3:41][N:42]([CH3:43])[c:44]1[cH:45][cH:46][n:47][cH:48][cH:49]1.[CH3:50][C:51]#[N:52].[CH:26]1([N:27]=[C:28]=[N:29][CH:30]2[CH2:31][CH2:32][CH2:33][CH2:34][CH2:35]2)[CH2:36][CH2:37][CH2:38][CH2:39][CH2:40]1>>[CH3:1][O:2][c:3]1[cH:4][c:5]2[c:10]([cH:11][c:12]1[O:13][CH3:14])[CH:9]1[N:8]([CH2:7][CH2:6]2)[C:23](=[O:24])[CH2:22][c:17]2[c:16]([cH:21][cH:20][cH:19][cH:18]2)[CH2:15]1.